This data is from the Open Reaction Database (ORD), a public repository of structured organic reaction records. The task is: describe an organic reaction: reactants, conditions, products, and yield Starting materials: FC1=CC=CC(OC)=C1. Reagents/catalysts: O1B(OC(C)(C)C1(C)C)B2OC(C)(C)C(O2)(C)C, N=1C=CC(=CC1C=2N=CC=C(C2)C(C)(C)C)C(C)(C)C, C[OH2+].C[OH2+].C1CC=CCCC=C1.C1CC=CCCC=C1.[Ir].[Ir]. Solvent: O1CCCC1. Run at temperature 50 celsius, time 24 hour. Product: FC1=CC(OC)=CC=C1B2OC(C)(C)C(O2)(C)C. Isolated yield 58.0%.